Dataset: the Open Reaction Database (ORD), a public repository of structured organic reaction records. Task: describe an organic reaction: reactants, conditions, products, and yield The reactants are Fc1cc(Br)ccc1I, CC1(C)COB(c2ccc([Si](C)(C)C)c(F)c2F)OC1, [K+], [K+], O=C([O-])[O-], C1COCCO1, O, c1ccc(P(c2ccccc2)(c2ccccc2)[Pd](P(c2ccccc2)(c2ccccc2)c2ccccc2)(P(c2ccccc2)(c2ccccc2)c2ccccc2)P(c2ccccc2)(c2ccccc2)c2ccccc2)cc1. Yields the product C[Si](C)(C)c1ccc(-c2ccc(Br)cc2F)c(F)c1F. As a reaction SMILES: [Br:7][c:8]1[cH:9][c:10]([F:15])[c:11]([I:14])[cH:12][cH:13]1.[F:16][c:17]1[c:18]([B:28]2[O:29][CH2:30][C:31]([CH3:32])([CH3:33])[CH2:34][O:35]2)[cH:19][cH:20][c:21]([Si:24]([CH3:25])([CH3:26])[CH3:27])[c:22]1[F:23].[K+:1].[K+:2].[O-:3][C:4]([O-:5])=[O:6].[O:37]1[CH2:38][CH2:39][O:40][CH2:41][CH2:42]1.[OH2:36].[cH:43]1[cH:44][cH:45][c:46]([P:47]([Pd:48]([P:49]([c:50]2[cH:51][cH:52][cH:53][cH:54][cH:55]2)([c:56]2[cH:57][cH:58][cH:59][cH:60][cH:61]2)[c:62]2[cH:63][cH:64][cH:65][cH:66][cH:67]2)([P:68]([c:69]2[cH:70][cH:71][cH:72][cH:73][cH:74]2)([c:75]2[cH:76][cH:77][cH:78][cH:79][cH:80]2)[c:81]2[cH:82][cH:83][cH:84][cH:85][cH:86]2)[P:87]([c:88]2[cH:89][cH:90][cH:91][cH:92][cH:93]2)([c:94]2[cH:95][cH:96][cH:97][cH:98][cH:99]2)[c:100]2[cH:101][cH:102][cH:103][cH:104][cH:105]2)([c:106]2[cH:107][cH:108][cH:109][cH:110][cH:111]2)[c:112]2[cH:113][cH:114][cH:115][cH:116][cH:117]2)[cH:118][cH:119]1>>[Br:7][c:8]1[cH:9][c:10]([F:15])[c:11](-[c:18]2[c:17]([F:16])[c:22]([F:23])[c:21]([Si:24]([CH3:25])([CH3:26])[CH3:27])[cH:20][cH:19]2)[cH:12][cH:13]1. Reactants: COc1ccc(COC(=O)C(CC(C)C)N(C(=O)OCC(Cl)(Cl)Cl)c2nn(C)cc2Br)cc1, C1CCOC1, [K+], O=P([O-])(O)O, [Zn]. Product: COc1ccc(COC(=O)C(CC(C)C)Nc2nn(C)cc2Br)cc1. Reaction SMILES: [Br:1][c:2]1[c:3]([N:8]([CH:9]([CH2:10][CH:11]([CH3:12])[CH3:13])[C:14](=[O:15])[O:16][CH2:17][c:18]2[cH:19][cH:20][c:21]([O:24][CH3:25])[cH:22][cH:23]2)[C:26]([O:27][CH2:28][C:29]([Cl:30])([Cl:31])[Cl:32])=[O:33])[n:4][n:5]([CH3:7])[cH:6]1.[CH2:40]1[O:41][CH2:42][CH2:43][CH2:44]1.[K+:39].[P:34]([O-:35])([OH:36])([OH:37])=[O:38].[Zn:45]>>[Br:1][c:2]1[c:3]([NH:8][CH:9]([CH2:10][CH:11]([CH3:12])[CH3:13])[C:14](=[O:15])[O:16][CH2:17][c:18]2[cH:19][cH:20][c:21]([O:24][CH3:25])[cH:22][cH:23]2)[n:4][n:5]([CH3:7])[cH:6]1. The reactants are C(C1=CC=CC=C1)OCCCOCC(CC(=O)OCCC(C1=CC=CC=C1)C1=CC=CC=C1)=O (3,3-diphenylpropyl 4-(3-benzyloxypropoxy)-3-oxobutanoate). Reagents/catalysts: [Pd] (palladium/carbon). The solvent is C(C)O (ethanol). Product: OCCCOCC(CC(=O)OCCC(C1=CC=CC=C1)C1=CC=CC=C1)=O (3,3-diphenylpropyl 4-(3-hydroxypropoxy)-3-oxobutanoate). RXN SMILES: C([O:8][CH2:9][CH2:10][CH2:11][O:12][CH2:13][C:14](=[O:34])[CH2:15][C:16]([O:18][CH2:19][CH2:20][CH:21]([C:28]1[CH:33]=[CH:32][CH:31]=[CH:30][CH:29]=1)[C:22]1[CH:27]=[CH:26][CH:25]=[CH:24][CH:23]=1)=[O:17])C1C=CC=CC=1>C(O)C.[Pd]>[OH:8][CH2:9][CH2:10][CH2:11][O:12][CH2:13][C:14](=[O:34])[CH2:15][C:16]([O:18][CH2:19][CH2:20][CH:21]([C:28]1[CH:29]=[CH:30][CH:31]=[CH:32][CH:33]=1)[C:22]1[CH:27]=[CH:26][CH:25]=[CH:24][CH:23]=1)=[O:17]. Procedure details: 4.33 g (9.41 mmol) of 3,3-diphenylpropyl 4-(3-benzyloxypropoxy)-3-oxobutanoate was hydrogenated in the presence of a catalytic amount of 5% palladium/carbon in 50 ml of ethanol under 5 atm. for 14 days. After an ordinary after treatment followed by the purification by the silica gel chromatography (hexane/ethyl acetate=1/1), the title compound was obtained.